This data is from the Open Reaction Database (ORD), a public repository of structured organic reaction records. The task is: describe an organic reaction: reactants, conditions, products, and yield The reactants are Cl (hydrochloric acid), COC(CN)OC (aminoacetaldehyde dimethylacetal), S1C(=CC=C1)C=O (2-thiophenecarboxaldehyde), [S-]C#N.[K+] (potassium thiocyanate), [BH4-].[Na+] (Sodium borohydride). The solvent is C(C)O (ethyl alcohol), O (water), C(C)O (ethyl alcohol). Conditions: temperature 100 celsius, time 17 hour. The product is S1C(=CC=C1)CN1C(=NC=C1)S (1-(2-thienylmethyl)imidazole-2-thiol). Reaction SMILES: CO[CH:3](OC)[CH2:4][NH2:5].[S:8]1[CH:12]=[CH:11][CH:10]=[C:9]1[CH:13]=O.[BH4-].[Na+].[S-:17][C:18]#[N:19].[K+].Cl>C(O)C.O>[S:8]1[CH:12]=[CH:11][CH:10]=[C:9]1[CH2:13][N:5]1[CH:4]=[CH:3][N:19]=[C:18]1[SH:17] |f:2.3,4.5|. Procedure details: A mixture of aminoacetaldehyde dimethylacetal (5.45 ml., 0.05 mole) and 2-thiophenecarboxaldehyde (4.67 ml., 0.05 mole) was heated at 100° C. for 2 hours and the reaction mixture was cooled in ice and diluted with ethyl alcohol (50 ml.). Sodium borohydride (1 g) was added to the solution and the reaction mixture was stirred for 17 hours. The solvent was removed under vacuum, ethyl acetate (50ml) was added, and the solution was washed with water and brine and dried over sodium sulfate. The mixtur... The reactants are C(Br)(Br)(Br)Br (Carbon tetrabromide), C1(=CC=CC=C1)P(C1=CC=CC=C1)C1=CC=CC=C1 (triphenylphosphine), C(C1=CC=CC=C1)N1N=C(C=C1C1=CC=CC=C1)CO ((1-benzyl-5-phenyl-1H-pyrazol-3-yl)methanol). The product is C(C1=CC=CC=C1)N1N=C(C=C1C1=CC=CC=C1)CBr (1-benzyl-3-(bromomethyl)-5-phenyl-1H-pyrazole). Isolated yield 40.2%. Reaction SMILES: [C:1]([Br:5])(Br)(Br)Br.C1(P(C2C=CC=CC=2)C2C=CC=CC=2)C=CC=CC=1.[CH2:25]([N:32]1[C:36]([C:37]2[CH:42]=[CH:41][CH:40]=[CH:39][CH:38]=2)=[CH:35][C:34](CO)=[N:33]1)[C:26]1[CH:31]=[CH:30][CH:29]=[CH:28][CH:27]=1>>[CH2:25]([N:32]1[C:36]([C:37]2[CH:42]=[CH:41][CH:40]=[CH:39][CH:38]=2)=[CH:35][C:34]([CH2:1][Br:5])=[N:33]1)[C:26]1[CH:27]=[CH:28][CH:29]=[CH:30][CH:31]=1. Procedure: Carbon tetrabromide (2.5 g, 7.6 mmol) and then triphenylphosphine (2.0 g, 7.6 mmol) was added to (1-benzyl-5-phenyl-1H-pyrazol-3-yl)methanol (1.0 g, 3.8 mmol) in dicholomethane (38 mL) at 0° C. Upon completion of the reaction as monitored by LCMS, the reaction was filtered through silica washing with methylene chloride and then purified on an ISCO using 0-30% ethyl acetate/hexanes to give 1-benzyl-3-(bromomethyl)-5-phenyl-1H-pyrazole (0.5 g, yield 43%). MS (ESI) m/z: Calculated for C17H15BrN2: 3...